This data is from the Open Reaction Database (ORD), a public repository of structured organic reaction records. The task is: describe an organic reaction: reactants, conditions, products, and yield Starting materials: COc1ccc(C(C)C(N)=O)cc1, CC(C)CC(C(=O)O)c1ccccc1. The product is CC(C)CC(C(N)=O)c1ccccc1. RXN SMILES: [CH3:15][O:16][c:17]1[cH:18][cH:19][c:20]([CH:21]([CH3:22])[C:23](=[O:24])[NH2:26])[cH:25][cH:27]1.[c:1]1([CH:7]([C:8](=[O:9])[OH:10])[CH2:11][CH:12]([CH3:13])[CH3:14])[cH:2][cH:3][cH:4][cH:5][cH:6]1>>[c:1]1([CH:7]([C:8](=[O:9])[NH2:26])[CH2:11][CH:12]([CH3:13])[CH3:14])[cH:2][cH:3][cH:4][cH:5][cH:6]1. Starting materials: N (ammonia), C(C1=CC=CC=C1)N1C[C@@H](CC1)C(C#N)(C1=CC=CC=C1)C1=CC(=CC=C1)OC (((S)-1-benzylpyrrolidin-3-yl)-(3-methoxyphenyl)phenylacetonitrile), [OH-].[K+] (KOH), B(Br)(Br)Br (boron tribromide), C(Cl)Cl (DCM). Solvent: CCOCC (ether), O (Water), C(C)(C)(C)O (t-butyl alcohol). Run at temperature 110 celsius, time 14 day. Product: OC=1C=C(C=CC1)[C@](C(=O)N)(C1CNCC1)C1=CC=CC=C1 (2-(3-Hydroxyphenyl)-2-phenyl-2-(S)-pyrrolidin-3-yl-acetamide). As a reaction SMILES: C([N:8]1[CH2:12][CH2:11][C@@H:10]([C:13]([C:22]2[CH:27]=[CH:26][CH:25]=[C:24]([O:28]C)[CH:23]=2)([C:16]2[CH:21]=[CH:20][CH:19]=[CH:18][CH:17]=2)[C:14]#[N:15])[CH2:9]1)C1C=CC=CC=1.[OH-:30].[K+].B(Br)(Br)Br.C(Cl)Cl.N>C(O)(C)(C)C.CCOCC.O>[OH:28][C:24]1[CH:23]=[C:22]([C@@:13]([C:16]2[CH:17]=[CH:18][CH:19]=[CH:20][CH:21]=2)([CH:10]2[CH2:11][CH2:12][NH:8][CH2:9]2)[C:14]([NH2:15])=[O:30])[CH:27]=[CH:26][CH:25]=1 |f:1.2|. Procedure details: To a stirred solution of ((S)-1-benzylpyrrolidin-3-yl)-(3-methoxyphenyl)phenylacetonitrile (6.2 g, 16 mmol; prepared as described in Preparation 7) in t-butyl alcohol (150 mL) was added KOH (35 g, 620 mmol). The reaction flask was equipped with a reflux condenser and nitrogen inlet and stirred at 110° C. for 14 days. The mixture was allowed to cool to room temperature. Water (120 mL) and ether (100 mL) were added to the mixture. The organic phase was then separated, and the aqueous phase was ext... The reactants are [Li]CCCC, CCCCCC, COc1ccc(CC#N)cc1, [Cl-], [NH4+], O=C1CCCCC1, C1CCOC1. The product is COc1ccc(C(C#N)C2(O)CCCCC2)cc1. Reaction SMILES: [CH2:12]([Li:13])[CH2:14][CH2:15][CH3:16].[CH3:17][CH2:18][CH2:19][CH2:20][CH2:21][CH3:22].[CH3:1][O:2][c:3]1[cH:4][cH:5][c:6]([CH2:9][C:10]#[N:11])[cH:7][cH:8]1.[Cl-:30].[NH4+:31].[O:23]=[C:24]1[CH2:25][CH2:26][CH2:27][CH2:28][CH2:29]1.[O:32]1[CH2:33][CH2:34][CH2:35][CH2:36]1>>[CH3:1][O:2][c:3]1[cH:4][cH:5][c:6]([CH:9]([C:10]#[N:11])[C:24]2([OH:23])[CH2:25][CH2:26][CH2:27][CH2:28][CH2:29]2)[cH:7][cH:8]1. Reactants: C(CCC)[Li] (n-butyllithium), FC(C=1C=C(OC=2C=C(C=O)C=CC2)C=CC1)(F)F (m-[m-(trifluoromethyl)phenoxy]benzaldehyde), O1CCCC1 (tetrahydrofuran), CC(SC)S(=O)C(C)SC (methyl methyl thiomethylsulfoxide), O1CCCC1 (tetrahydrofuran). Run in CCCCCC (hexane). Reaction conditions: temperature 10 celsius, time 10 minute. Product: OC(C(=O)C1=CC(=CC=C1)OC=1C=C(C=CC1)C(F)(F)F)O (2,2-dihydroxy-3'-(α,α,α-trifluoro-m-tolyloxy)acetophenone). As a reaction SMILES: CC(S(C(SC)C)=[O:6])SC.C([Li])CCC.[F:16][C:17]([F:34])([F:33])[C:18]1[CH:19]=[C:20]([CH:30]=[CH:31][CH:32]=1)[O:21][C:22]1[CH:23]=[C:24]([CH:27]=[CH:28][CH:29]=1)[CH:25]=[O:26].[O:35]1[CH2:39]CCC1>CCCCCC>[OH:6][CH:39]([OH:35])[C:25]([C:24]1[CH:27]=[CH:28][CH:29]=[C:22]([O:21][C:20]2[CH:19]=[C:18]([C:17]([F:33])([F:34])[F:16])[CH:32]=[CH:31][CH:30]=2)[CH:23]=1)=[O:26]. Reported procedure: To a stirred solution of 3.10 g of methyl methyl thiomethylsulfoxide in 20 ml of tetrahydrofuran under argon in an ice bath was added 10.4 ml. of 2.4M n-butyllithium in hexane via a syringe during 15 minutes, maintaining the temperature at 10°-15° C. The mixture was stirred at 10° C. for 10 minutes, then recooled and a solution of 5.32 g of m-[m-(trifluoromethyl)phenoxy]benzaldehyde in 10 ml of tetrahydrofuran was added during 10 minutes, maintaining the temperature at <10° C. The resulting solu... Reactants: COC=1C=C(C=CC1)C1(C(CCCC1)=O)CC(=O)OCC (2-(3-methoxyphenyl)-2-ethoxycarbonylmethylcyclohexanone), C(=O)OCC (ethyl formate), [Na] (sodium). The product is COC=1C=C(C=CC1)C1(C(C(CCC1)C=O)=O)CC(=O)OCC (2-(3-methoxyphenyl)-2-ethoxycarbonylmethyl-6-formylcyclohexanone). As a reaction SMILES: [CH3:1][O:2][C:3]1[CH:4]=[C:5]([C:9]2([CH2:16][C:17]([O:19][CH2:20][CH3:21])=[O:18])[CH2:14][CH2:13][CH2:12][CH2:11][C:10]2=[O:15])[CH:6]=[CH:7][CH:8]=1.[CH:22](OCC)=[O:23].[Na]>>[CH3:1][O:2][C:3]1[CH:4]=[C:5]([C:9]2([CH2:16][C:17]([O:19][CH2:20][CH3:21])=[O:18])[CH2:14][CH2:13][CH2:12][CH:11]([CH:22]=[O:23])[C:10]2=[O:15])[CH:6]=[CH:7][CH:8]=1 |^1:26|. Procedure: Following the procedure set forth in Example 1, 2-(3-methoxyphenyl)-2-ethoxycarbonylmethylcyclohexanone was reacted with ethyl formate in the presence of metallic sodium to provide 2-(3-methoxyphenyl)-2-ethoxycarbonylmethyl-6-formylcyclohexanone.